This data is from the Open Reaction Database (ORD), a public repository of structured organic reaction records. The task is: describe an organic reaction: reactants, conditions, products, and yield Starting materials: CCO, COC(=O)c1cc2c3ccccc3n(Cc3cc(Cl)ccc3Cl)c2cn1, [Na+], [OH-], O. The product is O=C(O)c1cc2c3ccccc3n(Cc3cc(Cl)ccc3Cl)c2cn1. Reaction SMILES: [CH3:30][CH2:31][OH:32].[Cl:1][c:2]1[c:3]([CH2:4][n:5]2[c:6]3[cH:7][cH:8][cH:9][cH:10][c:11]3[c:12]3[cH:13][c:14]([C:18](=[O:19])[O:20][CH3:21])[n:15][cH:16][c:17]23)[cH:22][c:23]([Cl:26])[cH:24][cH:25]1.[Na+:28].[OH-:27].[OH2:29]>>[Cl:1][c:2]1[c:3]([CH2:4][n:5]2[c:6]3[cH:7][cH:8][cH:9][cH:10][c:11]3[c:12]3[cH:13][c:14]([C:18](=[O:19])[OH:20])[n:15][cH:16][c:17]23)[cH:22][c:23]([Cl:26])[cH:24][cH:25]1.